This data is from the Open Reaction Database (ORD), a public repository of structured organic reaction records. The task is: describe an organic reaction: reactants, conditions, products, and yield Reactants: CC(C)(C)OC(=O)N1CC2OC2C1, CCO, Nc1ccccc1. Yields the product CC(C)(C)OC(=O)N1CC(O)C(Nc2ccccc2)C1. As a reaction SMILES: [C:1]([CH3:2])([CH3:3])([CH3:4])[O:5][C:6](=[O:7])[N:8]1[CH2:9][CH:10]2[CH:11]([CH2:12]1)[O:13]2.[CH2:21]([OH:22])[CH3:23].[NH2:14][c:15]1[cH:16][cH:17][cH:18][cH:19][cH:20]1>>[C:1]([CH3:2])([CH3:3])([CH3:4])[O:5][C:6](=[O:7])[N:8]1[CH2:9][CH:10]([NH:14][c:15]2[cH:16][cH:17][cH:18][cH:19][cH:20]2)[CH:11]([OH:13])[CH2:12]1. The reactants are CC1=C(C(=O)NC2=CC=C(C(=O)Cl)C=C2)C=CC=C1 (4-[(2-methylbenzoyl)amino]benzoyl chloride), N1=CN=CC=2CCNC3=C(C21)C=CC=C3 (5,6-dihydro-7H-pyrimido[5,4-d][1]benz-azepine). Yields the product N1=CN=CC=2CCN(C3=C(C21)C=CC=C3)C(=O)C3=CC=C(C=C3)NC(C3=C(C=CC=C3)C)=O (N-[4-[(5,6-Dihydro-7H-pyrimido[5,4-d][1]benzazepin-7-yl) carbonyl]phenyl]-2-methylbenzamide). RXN SMILES: [CH3:1][C:2]1[CH:19]=[CH:18][CH:17]=[CH:16][C:3]=1[C:4]([NH:6][C:7]1[CH:15]=[CH:14][C:10]([C:11](Cl)=[O:12])=[CH:9][CH:8]=1)=[O:5].[N:20]1[C:30]2[C:29]3[CH:31]=[CH:32][CH:33]=[CH:34][C:28]=3[NH:27][CH2:26][CH2:25][C:24]=2[CH:23]=[N:22][CH:21]=1>N1C=CC=CC=1>[N:20]1[C:30]2[C:29]3[CH:31]=[CH:32][CH:33]=[CH:34][C:28]=3[N:27]([C:11]([C:10]3[CH:14]=[CH:15][C:7]([NH:6][C:4](=[O:5])[C:3]4[CH:16]=[CH:17][CH:18]=[CH:19][C:2]=4[CH3:1])=[CH:8][CH:9]=3)=[O:12])[CH2:26][CH2:25][C:24]=2[CH:23]=[N:22][CH:21]=1. The solvent is N1=CC=CC=C1 (pyridine). Procedure: As described for Example 1, 5 mmol of 4-[(2-methylbenzoyl)amino]benzoyl chloride is reacted with 5 mmol of 5,6-dihydro-7H-pyrimido[5,4-d][1]benz-azepine in pyridine to give the product as a solid. Starting materials: [Cl-].ClCC(C[P+](C1=CC=CC=C1)(C1=CC=CC=C1)C1=CC=CC=C1)=O ((chloroacetonyl)triphenylphosphonium chloride), NC1=NC=CC(=C1)C (2-amino-4-methylpyridine), C(C1=CC=CC=C1)OC=1C=C(C=O)C=CC1[N+](=O)[O-] (3-benzyloxy-4-nitrobenzaldehyde), C([O-])([O-])=O.[K+].[K+] (potassium carbonate), C([O-])([O-])=O.[K+].[K+] (potassium carbonate), Cl (hydrochloric acid). The solvent is C(C)#N (acetonitrile), O (water). The product is C(C1=CC=CC=C1)OC=1C=C(C=CC1[N+](=O)[O-])C=CC=1N=C2N(C=CC(=C2)C)C1 (2-[2-(3-benzyloxy-4-nitrophenyl)vinyl]-7-methylimidazo[1,2-a]pyridine). The yield is 45.7%. Reaction SMILES: [Cl-].Cl[CH2:3][C:4](=O)[CH2:5][P+](C1C=CC=CC=1)(C1C=CC=CC=1)C1C=CC=CC=1.[NH2:26][C:27]1[CH:32]=[C:31]([CH3:33])[CH:30]=[CH:29][N:28]=1.[CH2:34]([O:41][C:42]1[CH:43]=[C:44]([CH:47]=[CH:48][C:49]=1[N+:50]([O-:52])=[O:51])[CH:45]=O)[C:35]1[CH:40]=[CH:39][CH:38]=[CH:37][CH:36]=1.C(=O)([O-])[O-].[K+].[K+].Cl>C(#N)C.O>[CH2:34]([O:41][C:42]1[CH:43]=[C:44]([CH:45]=[CH:5][C:4]2[N:26]=[C:27]3[CH:32]=[C:31]([CH3:33])[CH:30]=[CH:29][N:28]3[CH:3]=2)[CH:47]=[CH:48][C:49]=1[N+:50]([O-:52])=[O:51])[C:35]1[CH:40]=[CH:39][CH:38]=[CH:37][CH:36]=1 |f:0.1,4.5.6|. Procedure: A mixture of (chloroacetonyl)triphenylphosphonium chloride (190.7 g) and 2-amino-4-methylpyridine (158.9 g) in acetonitrile (1.3 l) was stirred under reflux for 5.5 hours. To the reaction mixture were added water (400 ml) and 3-benzyloxy-4-nitrobenzaldehyde (63.0 g) under ice-cooling. The mixture was adjusted to pH 9.5 with potassium carbonate and stirred for 2.5 hours at ambient temperature under keeping the pH 9.5 to 10.0 with 20% aqueous potassium carbonate. The reaction mixture was adjusted ... Starting materials: ClCC1=CC=C(C=C1)C=1C(=NC=CN1)NS(=O)(=O)C1=C(C=CC=C1)C(F)(F)F (N-{3-[4-(chloromethyl)phenyl]pyrazin-2-yl}-2-(trifluoromethyl)benzenesulfonamide), ClCC1=CC=C(C=C1)C=1C(=NC=CN1)NS(=O)(=O)C1=C(C=CC=C1)C(F)(F)F (N-{3-[4-(chloromethyl)phenyl]pyrazin-2-yl}-2-(trifluoromethyl)benzenesulfonamide), C1OC=2C=C(N)C=CC2O1 (3,4-(methylenedioxy)aniline). Yields the product O1COC2=C1C=CC(=C2)NCC2=CC=C(C=C2)C=2C(=NC=CN2)NS(=O)(=O)C2=C(C=CC=C2)C(F)(F)F (N-(3-{4-[(1,3-benzodioxol-5-ylamino)methyl]phenyl}pyrazin-2-yl)-2-(trifluoromethyl)benzenesulfonamide). Isolated yield 69.0%. Reaction SMILES: Cl[CH2:2][C:3]1[CH:8]=[CH:7][C:6]([C:9]2[C:10]([NH:15][S:16]([C:19]3[CH:24]=[CH:23][CH:22]=[CH:21][C:20]=3[C:25]([F:28])([F:27])[F:26])(=[O:18])=[O:17])=[N:11][CH:12]=[CH:13][N:14]=2)=[CH:5][CH:4]=1.[CH2:29]1[O:38][C:37]2[CH:36]=[CH:35][C:33]([NH2:34])=[CH:32][C:31]=2[O:30]1>>[O:38]1[C:37]2[CH:36]=[CH:35][C:33]([NH:34][CH2:2][C:3]3[CH:8]=[CH:7][C:6]([C:9]4[C:10]([NH:15][S:16]([C:19]5[CH:24]=[CH:23][CH:22]=[CH:21][C:20]=5[C:25]([F:28])([F:27])[F:26])(=[O:18])=[O:17])=[N:11][CH:12]=[CH:13][N:14]=4)=[CH:5][CH:4]=3)=[CH:32][C:31]=2[O:30][CH2:29]1. Procedure: Following the general method as outlined in Example 1 (Method B), starting from N-{3-[4-(chloromethyl)phenyl]pyrazin-2-yl}-2-(trifluoromethyl)benzenesulfonamide (Intermediate 9), and 3,4-(methylenedioxy)aniline, the title compound was isolated as a yellow solid in 69% yield (96% purity by HPLC). Reactants: [Br-], CC[Mg+], COc1ccc2[nH]c(C=O)cc2c1. The product is CCC(=O)c1cc2cc(OC)ccc2[nH]1. As a reaction SMILES: [Br-:14].[CH2:15]([CH3:16])[Mg+:17].[CH3:1][O:2][c:3]1[cH:4][c:5]2[cH:6][c:7]([CH:12]=[O:13])[nH:8][c:9]2[cH:10][cH:11]1>>[CH3:1][O:2][c:3]1[cH:4][c:5]2[cH:6][c:7]([C:12](=[O:13])[CH2:15][CH3:16])[nH:8][c:9]2[cH:10][cH:11]1. Starting materials: O=C([O-])O, C1CCOC1, COCCOC, CC(C)[N-]C(C)C, CC(C)(O)CCc1cccs1, COB(OC)OC, COc1cnc(SC)nc1Cl, [Li+], [Na+], c1ccc(P(c2ccccc2)(c2ccccc2)[Pd](P(c2ccccc2)(c2ccccc2)c2ccccc2)(P(c2ccccc2)(c2ccccc2)c2ccccc2)P(c2ccccc2)(c2ccccc2)c2ccccc2)cc1. Product: COc1cnc(SC)nc1-c1ccc(CCC(C)(C)O)s1. RXN SMILES: [C:38](=[O:39])([OH:40])[O-:41].[CH2:43]1[O:44][CH2:45][CH2:46][CH2:47]1.[CH3:125][O:126][CH2:127][CH2:128][O:129][CH3:130].[CH3:13][CH:14]([N-:15][CH:16]([CH3:17])[CH3:18])[CH3:19].[CH3:1][C:2]([CH3:3])([CH2:4][CH2:5][c:6]1[s:7][cH:8][cH:9][cH:10]1)[OH:11].[CH3:20][O:21][B:22]([O:23][CH3:24])[O:25][CH3:26].[Cl:27][c:28]1[n:29][c:30]([S:36][CH3:37])[n:31][cH:32][c:33]1[O:34][CH3:35].[Li+:12].[Na+:42].[cH:48]1[cH:49][cH:50][c:51]([P:52]([Pd:53]([P:54]([c:55]2[cH:56][cH:57][cH:58][cH:59][cH:60]2)([c:61]2[cH:62][cH:63][cH:64][cH:65][cH:66]2)[c:67]2[cH:68][cH:69][cH:70][cH:71][cH:72]2)([P:73]([c:74]2[cH:75][cH:76][cH:77][cH:78][cH:79]2)([c:80]2[cH:81][cH:82][cH:83][cH:84][cH:85]2)[c:86]2[cH:87][cH:88][cH:89][cH:90][cH:91]2)[P:92]([c:93]2[cH:94][cH:95][cH:96][cH:97][cH:98]2)([c:99]2[cH:100][cH:101][cH:102][cH:103][cH:104]2)[c:105]2[cH:106][cH:107][cH:108][cH:109][cH:110]2)([c:111]2[cH:112][cH:113][cH:114][cH:115][cH:116]2)[c:117]2[cH:118][cH:119][cH:120][cH:121][cH:122]2)[cH:123][cH:124]1>>[CH3:1][C:2]([CH3:3])([CH2:4][CH2:5][c:6]1[s:7][c:8](-[c:28]2[n:29][c:30]([S:36][CH3:37])[n:31][cH:32][c:33]2[O:34][CH3:35])[cH:9][cH:10]1)[OH:11].